Task: describe an organic reaction: reactants, conditions, products, and yield. Dataset: the Open Reaction Database (ORD), a public repository of structured organic reaction records The reactants are Intermediate 14, ClC1=NC=CC(=N1)C1=C(N=C(S1)N1CCOCC1)C=1C(=C(N)C=CC1)F (3-(5-(2-chloropyrimidin-4-yl)-2-morpholinothiazol-4-yl)-2-fluoroaniline), N1(CCCCC1)S(=O)(=O)Cl (1-piperidinesulfonyl chloride). Product: ClC1=NC=CC(=N1)C1=C(N=C(S1)N1CCOCC1)C=1C(=C(C=CC1)NS(=O)(=O)N1CCCCC1)F (N-{3-[5-(2-Chloro-4-pyrimidinyl)-2-(4-morpholinyl)-1,3-thiazol-4-yl]-2-fluorophenyl}-1-piperidinesulfonamide). Yield: 29.0%. Reaction SMILES: [Cl:1][C:2]1[N:7]=[C:6]([C:8]2[S:12][C:11]([N:13]3[CH2:18][CH2:17][O:16][CH2:15][CH2:14]3)=[N:10][C:9]=2[C:19]2[C:20]([F:26])=[C:21]([CH:23]=[CH:24][CH:25]=2)[NH2:22])[CH:5]=[CH:4][N:3]=1.[N:27]1([S:33](Cl)(=[O:35])=[O:34])[CH2:32][CH2:31][CH2:30][CH2:29][CH2:28]1>>[Cl:1][C:2]1[N:7]=[C:6]([C:8]2[S:12][C:11]([N:13]3[CH2:14][CH2:15][O:16][CH2:17][CH2:18]3)=[N:10][C:9]=2[C:19]2[C:20]([F:26])=[C:21]([NH:22][S:33]([N:27]3[CH2:32][CH2:31][CH2:30][CH2:29][CH2:28]3)(=[O:35])=[O:34])[CH:23]=[CH:24][CH:25]=2)[CH:5]=[CH:4][N:3]=1. Reported procedure: Following a procedure analogous to the procedure described in Intermediate 14 using 3-(5-(2-chloropyrimidin-4-yl)-2-morpholinothiazol-4-yl)-2-fluoroaniline (200 mg, 0.510 mmol) and 1-piperidinesulfonyl chloride (0.201 mL, 1.531 mmol) the title compound of Step A was obtained as a yellow foam (193 mg, 41% and 29% yield, repeated twice). 1H NMR (400 MHz, DMSO-d6) δ ppm 9.72 (s, 1H), 8.15-8.44 (m, 1H), 7.45-7.67 (m, 1H), 7.22-7.42 (m, 2H), 6.61 (d, J=5.4 Hz, 1H), 3.68 (t, J=4.7 Hz, 4H), 3.52 (t, J=... The reactants are C1CCOC1, [Li+], [OH-], O, O, CCOC(=O)c1ccc(Oc2cc(OC(C)CO)cc(C(=O)Nc3cnc(C)cn3)c2)cc1. Product: Cc1cnc(NC(=O)c2cc(Oc3ccc(C(=O)O)cc3)cc(OC(C)CO)c2)cn1. Reaction SMILES: [CH2:37]1[O:38][CH2:39][CH2:40][CH2:41]1.[Li+:36].[OH-:35].[OH2:34].[OH2:42].[OH:1][CH2:2][CH:3]([O:4][c:5]1[cH:6][c:7]([O:8][c:9]2[cH:10][cH:11][c:12]([C:13](=[O:14])[O:15][CH2:16][CH3:17])[cH:18][cH:19]2)[cH:20][c:21]([C:23](=[O:24])[NH:25][c:26]2[n:27][cH:28][c:29]([CH3:32])[n:30][cH:31]2)[cH:22]1)[CH3:33]>>[OH:1][CH2:2][CH:3]([O:4][c:5]1[cH:6][c:7]([O:8][c:9]2[cH:10][cH:11][c:12]([C:13](=[O:14])[OH:15])[cH:18][cH:19]2)[cH:20][c:21]([C:23](=[O:24])[NH:25][c:26]2[n:27][cH:28][c:29]([CH3:32])[n:30][cH:31]2)[cH:22]1)[CH3:33]. Reactants: N#CC1(NC(=O)C2CC(S(=O)(=O)c3ccc(Br)cc3C(F)(F)F)CC2OC2CCS(=O)(=O)CC2)CC1, N#CC1(NC(=O)C2CC(S(=O)(=O)c3ccc(Br)cc3C(F)(F)F)CC2OC2CCOCC2)CC1. As a reaction SMILES: [C:1](#[N:2])[C:3]1([NH:6][C:7](=[O:8])[CH:9]2[CH:10]([O:28][CH:29]3[CH2:30][CH2:31][S:32](=[O:35])(=[O:36])[CH2:33][CH2:34]3)[CH2:11][CH:12]([S:14](=[O:15])(=[O:16])[c:17]3[c:18]([C:24]([F:25])([F:26])[F:27])[cH:19][c:20]([Br:23])[cH:21][cH:22]3)[CH2:13]2)[CH2:4][CH2:5]1.[C:37]([C:38]1([NH:39][C:40]([CH:41]2[CH2:42][CH:43]([S:44]([c:45]3[cH:46][cH:47][c:48]([Br:49])[cH:50][c:51]3[C:52]([F:53])([F:54])[F:55])(=[O:56])=[O:57])[CH2:58][CH:59]2[O:60][CH:61]2[CH2:62][CH2:63][O:64][CH2:65][CH2:66]2)=[O:67])[CH2:68][CH2:69]1)#[N:70]>>[C:1](#[N:2])[C:3]1([NH:6][C:7](=[O:8])[CH:9]2[CH:10]([O:28][CH:29]3[CH2:30][CH2:31][S:32](=[O:35])(=[O:36])[CH2:33][CH2:34]3)[CH2:11][CH:12]([S:14](=[O:15])(=[O:16])[c:17]3[c:18]([C:24]([F:25])([F:26])[F:27])[cH:19][cH:20][cH:21][cH:22]3)[CH2:13]2)[CH2:4][CH2:5]1. Yields the product N#CC1(NC(=O)C2CC(S(=O)(=O)c3ccccc3C(F)(F)F)CC2OC2CCS(=O)(=O)CC2)CC1.